Dataset: the Open Reaction Database (ORD), a public repository of structured organic reaction records. Task: describe an organic reaction: reactants, conditions, products, and yield Yields the product C1(=CC=CC=C1)[Si](C=1C=CC=2NC3=CC=C(C=C3C2C1)[Si](C1=CC=CC=C1)(C1=CC=CC=C1)C1=CC=CC=C1)(C1=CC=CC=C1)C1=CC=CC=C1 (3,6-Bis(triphenylsilyl)-9H-carbazole). Run at time 1 hour. The solvent is C(Cl)Cl (CH2Cl2). Yield: 120.8%. RXN SMILES: CCCC[N+](CCCC)(CCCC)CCCC.[F-].[C:19]1([Si:25]([C:83]2[CH:88]=[CH:87][CH:86]=[CH:85][CH:84]=2)([C:77]2[CH:82]=[CH:81][CH:80]=[CH:79][CH:78]=2)[C:26]2[CH:27]=[CH:28][C:29]3[N:30]([Si](C4C=CC=CC=4)(C4C=CC=CC=4)C4C=CC=CC=4)[C:31]4[C:36]([C:37]=3[CH:38]=2)=[CH:35][C:34]([Si:39]([C:52]2[CH:57]=[CH:56][CH:55]=[CH:54][CH:53]=2)([C:46]2[CH:51]=[CH:50][CH:49]=[CH:48][CH:47]=2)[C:40]2[CH:45]=[CH:44][CH:43]=[CH:42][CH:41]=2)=[CH:33][CH:32]=4)[CH:24]=[CH:23][CH:22]=[CH:21][CH:20]=1>C(Cl)Cl>[C:52]1([Si:39]([C:40]2[CH:41]=[CH:42][CH:43]=[CH:44][CH:45]=2)([C:46]2[CH:47]=[CH:48][CH:49]=[CH:50][CH:51]=2)[C:34]2[CH:33]=[CH:32][C:31]3[NH:30][C:29]4[C:37]([C:36]=3[CH:35]=2)=[CH:38][C:26]([Si:25]([C:19]2[CH:20]=[CH:21][CH:22]=[CH:23][CH:24]=2)([C:77]2[CH:82]=[CH:81][CH:80]=[CH:79][CH:78]=2)[C:83]2[CH:88]=[CH:87][CH:86]=[CH:85][CH:84]=2)=[CH:27][CH:28]=4)[CH:57]=[CH:56][CH:55]=[CH:54][CH:53]=1 |f:0.1|. The reactants are CCCC[N+](CCCC)(CCCC)CCCC.[F-] (TBAF), C1(=CC=CC=C1)[Si](C=1C=CC=2N(C3=CC=C(C=C3C2C1)[Si](C1=CC=CC=C1)(C1=CC=CC=C1)C1=CC=CC=C1)[Si](C1=CC=CC=C1)(C1=CC=CC=C1)C1=CC=CC=C1)(C1=CC=CC=C1)C1=CC=CC=C1 (3,6,9-tris-(triphenylsilyl)carbazole). Procedure details: A TBAF solution (1M in THF, 4.6 ml, 4.6 mmol) is added to a solution of 3,6,9-tris-(triphenylsilyl)carbazole (8.7 g, 9.2 mmol) in CH2Cl2 (150 ml). After stirring for one hour, thin layer chromatography shows complete deprotection. The solvent is removed under reduced pressure, and the residue is heated under reflux in cyclohexane (150 ml). After cooling, the suspension is filtered. The residue is filtered through SiO2 (10:1 cyclohexane:EtOAc) to obtain the desired product (7.6 g, 97%). 1H NMR (C... Reactants: S(=O)(Cl)Cl (Thionyl chloride), CO (methanol), NC=1C=C(C(=O)O)C=CC1OC (3-amino-4-methoxybenzoic acid). Conditions: temperature -20 celsius, time 30 minute. The product is Cl.NC=1C=C(C(=O)OC)C=CC1OC (methyl 3-amino-4-methoxybenzoate hydrochloride). Yield: 96.0%. RXN SMILES: S(Cl)([Cl:3])=O.[NH2:5][C:6]1[CH:7]=[C:8]([CH:12]=[CH:13][C:14]=1[O:15][CH3:16])[C:9]([OH:11])=[O:10].[CH3:17]O>>[ClH:3].[NH2:5][C:6]1[CH:7]=[C:8]([CH:12]=[CH:13][C:14]=1[O:15][CH3:16])[C:9]([O:11][CH3:17])=[O:10] |f:3.4|. Reported procedure: Thionyl chloride (8.7 mL) is added dropwise to methanol (90 mL) at −30° C. under argon gas atmosphere over a period of 15 minutes and a mixture is stirred at −20° C. for 30 minutes. To the mixture is added 3-amino-4-methoxybenzoic acid (5.0 g) and the solution is stirred at the same temperature for 15 minutes and at room temperature for 3 days. The reaction mixture is concentrated in vacuo and the resultant crystals are washed with methanol/ether to give methyl 3-amino-4-methoxybenzoate hydrochl... The reactants are HCl-salt, ClC=1N=CC(=NC1)C(=O)N1CC2=C(CC1)NC(=N2)C2=NNC1=CC(=CC=C21)C2=C(C=C(C(=C2)F)O)CC ((5-chloropyrazin-2-yl)(2-(6-(2-ethyl-5-fluoro-4-hydroxyphenyl)-1H-indazol-3-yl)-6,7-dihydro-1H-imidazo[4,5-c]pyridin-5(4H)-yl)methanone), C(C)(C)(C)OC(=O)N1[C@H](CN[C@@H](C1)C)C ((2S,5R)-2,5-Dimethyl-piperazine-1-carboxylic acid tert-butyl ester). Product: C[C@@H]1N(C[C@H](NC1)C)C1=NC=C(N=C1)C(=O)N1CC2=C(CC1)NC(=N2)C2=NNC1=CC(=CC=C21)C2=C(C=C(C(=C2)F)O)CC (((2S,5R)-2,5-Dimethyl-3,4,5,6-tetrahydro-2H-[1,2′]bipyrazinyl-5′-yl)-{2-[6-(2-ethyl-5-fluoro-4-hydroxy-phenyl)-1H-indazol-3-yl]-1,4,6,7-tetrahydro-imidazo[4,5-c]pyridin-5-yl}-methanone). Yield: 37.4%. As a reaction SMILES: Cl[C:2]1[N:3]=[CH:4][C:5]([C:8]([N:10]2[CH2:15][CH2:14][C:13]3[NH:16][C:17]([C:19]4[C:27]5[C:22](=[CH:23][C:24]([C:28]6[CH:33]=[C:32]([F:34])[C:31]([OH:35])=[CH:30][C:29]=6[CH2:36][CH3:37])=[CH:25][CH:26]=5)[NH:21][N:20]=4)=[N:18][C:12]=3[CH2:11]2)=[O:9])=[N:6][CH:7]=1.C(OC([N:45]1[CH2:50][C@@H:49]([CH3:51])[NH:48][CH2:47][C@@H:46]1[CH3:52])=O)(C)(C)C>>[CH3:52][C@H:46]1[CH2:47][NH:48][C@H:49]([CH3:51])[CH2:50][N:45]1[C:2]1[CH:7]=[N:6][C:5]([C:8]([N:10]2[CH2:15][CH2:14][C:13]3[NH:16][C:17]([C:19]4[C:27]5[C:22](=[CH:23][C:24]([C:28]6[CH:33]=[C:32]([F:34])[C:31]([OH:35])=[CH:30][C:29]=6[CH2:36][CH3:37])=[CH:25][CH:26]=5)[NH:21][N:20]=4)=[N:18][C:12]=3[CH2:11]2)=[O:9])=[CH:4][N:3]=1. Reported procedure: The title compound was prepared from (5-chloropyrazin-2-yl)(2-(6-(2-ethyl-5-fluoro-4-hydroxyphenyl)-1H-indazol-3-yl)-6,7-dihydro-1H-imidazo[4,5-c]pyridin-5(4H)-yl)methanone (100 mg, 193 μmol) and (2S,5R)-2,5-Dimethyl-piperazine-1-carboxylic acid tert-butyl ester (84 mg, 386 μmol) using the method from Example 61. After purification by HPLC Method E and deprotection using HCl/dioxan, the title compound (43 mg, 37% yield over two steps) was obtained as off-white solid (HCl-salt). The reactants are CCO, O=[N+]([O-])c1cnccc1Cl, N#Cc1ccc(N)cc1, [NH4+], [OH-]. The product is N#Cc1ccc(Nc2ccncc2[N+](=O)[O-])cc1. As a reaction SMILES: [CH3:22][CH2:23][OH:24].[N+:1](=[O:2])([O-:3])[c:4]1[cH:5][n:6][cH:7][cH:8][c:9]1[Cl:10].[NH2:11][c:12]1[cH:13][cH:14][c:15]([C:16]#[N:17])[cH:18][cH:19]1.[NH4+:21].[OH-:20]>>[N+:1](=[O:2])([O-:3])[c:4]1[cH:5][n:6][cH:7][cH:8][c:9]1[NH:11][c:12]1[cH:13][cH:14][c:15]([C:16]#[N:17])[cH:18][cH:19]1. Reactants: O[C@H]([C@H](C(=O)O)O)C(=O)O.N[C@@H](C(=O)NCC1=CC=CC=C1)COC ((R)-2-amino-N-benzyl-3-methoxypropanamide (2R,3R)-dihydroxysuccinate), [NH4+].[OH-] (NH4OH). The solvent is O (water). Reaction conditions: temperature 2.5 celsius. The product is C(C)(=O)N[C@@H](C(=O)NCC1=CC=CC=C1)COC ((R)-2-acetamido-N-benzyl-3-methoxypropanamide). As a reaction SMILES: [OH:1][C@@H:2](C(O)=O)[C@@H:3](O)C(O)=O.[NH2:11][C@H:12]([CH2:23][O:24][CH3:25])[C:13]([NH:15][CH2:16][C:17]1[CH:22]=[CH:21][CH:20]=[CH:19][CH:18]=1)=[O:14].[NH4+].[OH-]>O>[C:2]([NH:11][C@H:12]([CH2:23][O:24][CH3:25])[C:13]([NH:15][CH2:16][C:17]1[CH:22]=[CH:21][CH:20]=[CH:19][CH:18]=1)=[O:14])(=[O:1])[CH3:3] |f:0.1,2.3|. Procedure details: A suspension of (R)-2-amino-N-benzyl-3-methoxypropanamide (2R,3R)-dihydroxysuccinate (358.34 g, 1.0 moL, 1.0 eq) in water (720 mL) was cooled to 0-5° C., and the pH adjusted to 10 to 10.5 by the addition of aqueous 28% NH4OH at below 10° C. The reaction mixture was extracted with dichloromethane (2×720 mL and 1×360 mL). The organic phase was charged with 4-(dimethylamino)pyridine (3.66 g, 0.03 moL), followed by acetic anhydride (112.3 g, 1.1 moL) slowly under constant stirring at 10-15° C. The r... Reactants: COc1nc(Cl)c(C2OCCO2)s1, Cl, [Na+], C1CCOC1, [OH-]. Product: COc1nc(Cl)c(C=O)s1. Reaction SMILES: [Cl:2][c:3]1[n:4][c:5]([O:13][CH3:14])[s:6][c:7]1[CH:8]1[O:9][CH2:12][CH2:11][O:10]1.[ClH:1].[Na+:16].[O:17]1[CH2:18][CH2:19][CH2:20][CH2:21]1.[OH-:15]>>[Cl:2][c:3]1[n:4][c:5]([O:13][CH3:14])[s:6][c:7]1[CH:8]=[O:9]. The reactants are C1CCOC1, CCOC(C)=O, Cn1cc(C#N)cc1-c1c2c(=S)[nH]c(=O)n(CC3CC3)c2nn1Cc1ccnc2ccc(Cl)cc12, Cl[Hg], NN, O, O. Yields the product Cn1cc(C#N)cc1-c1c2c(NN)nc(=O)n(CC3CC3)c2nn1Cc1ccnc2ccc(Cl)cc12. As a reaction SMILES: [CH2:39]1[O:40][CH2:41][CH2:42][CH2:43]1.[CH3:45][CH2:46][O:47][C:48](=[O:49])[CH3:50].[Cl:1][c:2]1[cH:3][c:4]2[c:5]([CH2:12][n:13]3[n:14][c:15]4[n:16]([CH2:32][CH:33]5[CH2:34][CH2:35]5)[c:17](=[O:31])[nH:18][c:19](=[S:30])[c:20]4[c:21]3-[c:22]3[cH:23][c:24]([C:28]#[N:29])[cH:25][n:26]3[CH3:27])[cH:6][cH:7][n:8][c:9]2[cH:10][cH:11]1.[Hg:51][Cl:52].[NH2:37][NH2:38].[OH2:36].[OH2:44]>>[Cl:1][c:2]1[cH:3][c:4]2[c:5]([CH2:12][n:13]3[n:14][c:15]4[n:16]([CH2:32][CH:33]5[CH2:34][CH2:35]5)[c:17](=[O:31])[n:18][c:19]([NH:37][NH2:38])[c:20]4[c:21]3-[c:22]3[cH:23][c:24]([C:28]#[N:29])[cH:25][n:26]3[CH3:27])[cH:6][cH:7][n:8][c:9]2[cH:10][cH:11]1. Starting materials: C1CCC(CC1)N=C=NC2CCCCC2 (DCC), N([C@@H](CCCNC(N)=N)C(=O)N[C@@H]([C@@H](C)CC)C(=O)O)C(=O)OCC1C2=CC=CC=C2C2=CC=CC=C12 (Fmoc-Arg-Ile-OH), N[C@@H](C(C)C)C(=O)N[C@@H](CCCNC(N)=N)C(=O)N[C@@H]([C@@H](C)CC)C(=O)OCC1=CC=CC=C1 (H-Val-Arg-Ile-OBzl), C1=CC=C2C(=C1)C(=O)N(N=N2)O (HOObt). Run in CN(C=O)C (dimethylformamide). The product is N([C@@H](CCCNC(N)=N)C(=O)N[C@@H]([C@@H](C)CC)C(=O)N[C@@H](C(C)C)C(=O)N[C@@H](CCCNC(N)=N)C(=O)N[C@@H]([C@@H](C)CC)C(=O)OCC1=CC=CC=C1)C(=O)OCC1C2=CC=CC=C2C2=CC=CC=C12 (Fmoc-Arg-Ile-Val-Arg-Ile-OBzl). Reaction SMILES: C1CCC(N=C=NC2CCCCC2)CC1.[NH:16]([C:36]([O:38][CH2:39][CH:40]1[C:52]2[C:47](=[CH:48][CH:49]=[CH:50][CH:51]=2)[C:46]2[C:41]1=[CH:42][CH:43]=[CH:44][CH:45]=2)=[O:37])[C@H:17]([C:25]([NH:27][C@H:28]([C:33](O)=[O:34])[C@H:29]([CH2:31][CH3:32])[CH3:30])=[O:26])[CH2:18][CH2:19][CH2:20][NH:21][C:22](=[NH:24])[NH2:23].[NH2:53][C@H:54]([C:58]([NH:60][C@H:61]([C:69]([NH:71][C@H:72]([C:77]([O:79][CH2:80][C:81]1[CH:86]=[CH:85][CH:84]=[CH:83][CH:82]=1)=[O:78])[C@H:73]([CH2:75][CH3:76])[CH3:74])=[O:70])[CH2:62][CH2:63][CH2:64][NH:65][C:66](=[NH:68])[NH2:67])=[O:59])[CH:55]([CH3:57])[CH3:56].C1C=C2C(N(O)N=NC2=CC=1)=O>CN(C)C=O>[NH:16]([C:36]([O:38][CH2:39][CH:40]1[C:52]2[C:47](=[CH:48][CH:49]=[CH:50][CH:51]=2)[C:46]2[C:41]1=[CH:42][CH:43]=[CH:44][CH:45]=2)=[O:37])[C@H:17]([C:25]([NH:27][C@H:28]([C:33]([NH:53][C@H:54]([C:58]([NH:60][C@H:61]([C:69]([NH:71][C@H:72]([C:77]([O:79][CH2:80][C:81]1[CH:82]=[CH:83][CH:84]=[CH:85][CH:86]=1)=[O:78])[C@H:73]([CH2:75][CH3:76])[CH3:74])=[O:70])[CH2:62][CH2:63][CH2:64][NH:65][C:66](=[NH:67])[NH2:68])=[O:59])[CH:55]([CH3:57])[CH3:56])=[O:34])[C@H:29]([CH2:31][CH3:32])[CH3:30])=[O:26])[CH2:18][CH2:19][CH2:20][NH:21][C:22](=[NH:23])[NH2:24]. Reported procedure: 3.3 g of DCC are added, at 0° C., to a stirred solution of 7.4 g (15 mmol) of Fmoc-Arg-Ile-OH, 7.15 g of H-Val-Arg-Ile-OBzl and 2.44 g of HOObt in 150 ml of dimethylformamide. The working-up is carried out in analogy to Example 2b. The dried residue is triturated with ethyl acetate, filtered off with suction and dried. Reactants: Cn1ccnc1, Cc1ccccc1, C=Cc1cc(F)c(C(C)(C)C(F)(F)F)c(F)c1, CCOC(=O)C=[N+]=[N-]. Yields the product CCOC(=O)C1CC1c1cc(F)c(C(C)(C)C(F)(F)F)c(F)c1. As a reaction SMILES: [CH3:18][n:19]1[cH:20][n:21][cH:22][cH:23]1.[CH3:32][c:33]1[cH:34][cH:35][cH:36][cH:37][cH:38]1.[CH:1](=[CH2:2])[c:3]1[cH:4][c:5]([F:17])[c:6]([C:10]([C:11]([F:12])([F:13])[F:14])([CH3:15])[CH3:16])[c:7]([F:9])[cH:8]1.[N+:24](=[N-:25])=[CH:26][C:27](=[O:28])[O:29][CH2:30][CH3:31]>>[CH:1]1([c:3]2[cH:4][c:5]([F:17])[c:6]([C:10]([C:11]([F:12])([F:13])[F:14])([CH3:15])[CH3:16])[c:7]([F:9])[cH:8]2)[CH2:2][CH:26]1[C:27](=[O:28])[O:29][CH2:30][CH3:31].